This data is from the Open Reaction Database (ORD), a public repository of structured organic reaction records. The task is: describe an organic reaction: reactants, conditions, products, and yield Reactants: C(=O)O (Formic acid), ClC=1C=C(C=CC1C#N)C1=NN(C=C1)C[C@H](C)NC(=O)C1=CC(=NN1)C=1N=CN(C1)C(C1=CC=CC=C1)(C1=CC=CC=C1)C1=CC=CC=C1 ((S)—N-(1-(3-(3-chloro-4-cyanophenyl)-1H-pyrazol-1-yl)propan-2-yl)-3-(1-trityl-1H-imidazol-4-yl)-1H-pyrazole-5-carboxamide). Solvent: O (water), C1CCOC1 (THF). Run at temperature 50 celsius, time 2 day. The product is ClC=1C=C(C=CC1C#N)C1=NN(C=C1)C[C@H](C)NC(=O)C1=CC(=NN1)C=1N=CNC1 ((S)—N-(1-(3-(3-Chloro-4-cyanophenyl)-1H-pyrazol-1-yl)propan-2-yl)-3-(1H-imidazol-4-yl)-1H-pyrazole-5-carboxamide). Isolated yield 58.5%. Reaction SMILES: C(O)=O.[Cl:4][C:5]1[CH:6]=[C:7]([C:13]2[CH:17]=[CH:16][N:15]([CH2:18][C@@H:19]([NH:21][C:22]([C:24]3[NH:28][N:27]=[C:26]([C:29]4[N:30]=[CH:31][N:32](C(C5C=CC=CC=5)(C5C=CC=CC=5)C5C=CC=CC=5)[CH:33]=4)[CH:25]=3)=[O:23])[CH3:20])[N:14]=2)[CH:8]=[CH:9][C:10]=1[C:11]#[N:12]>O.C1COCC1>[Cl:4][C:5]1[CH:6]=[C:7]([C:13]2[CH:17]=[CH:16][N:15]([CH2:18][C@@H:19]([NH:21][C:22]([C:24]3[NH:28][N:27]=[C:26]([C:29]4[N:30]=[CH:31][NH:32][CH:33]=4)[CH:25]=3)=[O:23])[CH3:20])[N:14]=2)[CH:8]=[CH:9][C:10]=1[C:11]#[N:12]. Reported procedure: Formic acid (452 mmol, 20.82 g) was dissolved in a mixture of water (2 ml) and THF (40 ml). (S)—N-(1-(3-(3-chloro-4-cyanophenyl)-1H-pyrazol-1-yl)propan-2-yl)-3-(1-trityl-1H-imidazol-4-yl)-1H-pyrazole-5-carboxamide (1.508 mmol, 1 g) was added and the resulting mixture was heated to 50° C. for 3 h. The stirring continued for 2 days at RT. The mixture was concentrated. ACN was added and evaporated. This was repeated once more. The crude product was purified by flash chromatography. 0.371 g of the t...